The task is: describe an organic reaction: reactants, conditions, products, and yield. This data is from the Open Reaction Database (ORD), a public repository of structured organic reaction records. As a reaction SMILES: [Br:9][CH2:10][C:11](=[O:12])[O:13][CH2:14][CH3:15].[Cl:1][c:2]1[c:3]([OH:8])[cH:4][cH:5][cH:6][cH:7]1.[K+:16].[K+:17].[O-:18][C:19]([O-:20])=[O:21].[O:22]=[CH:23][N:24]([CH3:25])[CH3:26]>>[Cl:1][c:2]1[c:3]([O:8][CH2:10][C:11](=[O:12])[O:13][CH2:14][CH3:15])[cH:4][cH:5][cH:6][cH:7]1. Starting materials: CCOC(=O)CBr, Oc1ccccc1Cl, [K+], [K+], O=C([O-])[O-], CN(C)C=O. The product is CCOC(=O)COc1ccccc1Cl. The product is CNC(=O)C(Br)c1ccc(OC)cc1Cl. Reactants: c1ccc(COOCc2ccccc2)cc1, CNC(=O)Cc1ccc(OC)cc1Cl, ClC(Cl)(Cl)Cl, O=C1CCC(=O)N1Br. Reaction SMILES: [CH2:23]([O:24][O:25][CH2:26][c:27]1[cH:28][cH:29][cH:30][cH:31][cH:32]1)[c:33]1[cH:34][cH:35][cH:36][cH:37][cH:38]1.[Cl:1][c:2]1[c:3]([CH2:10][C:11](=[O:12])[NH:13][CH3:14])[cH:4][cH:5][c:6]([O:8][CH3:9])[cH:7]1.[Cl:39][C:40]([Cl:41])([Cl:42])[Cl:43].[O:15]=[C:16]1[N:17]([Br:22])[C:18](=[O:19])[CH2:20][CH2:21]1>>[Cl:1][c:2]1[c:3]([CH:10]([C:11](=[O:12])[NH:13][CH3:14])[Br:22])[cH:4][cH:5][c:6]([O:8][CH3:9])[cH:7]1. Product: CN(C(CCCC=1N=NNC1)=O)C1CCN(CC1)C(=O)OCC1=CC(=CC(=C1)Cl)Cl (3,5-Dichlorobenzyl 4-(N-methyl-4-(1H-1,2,3-triazol-4-yl)butanamido)piperidine-1-carboxylate). The reactants are CCN(C(C)C)C(C)C (DIPEA), C(CC)P1(OP(OP(O1)(=O)CCC)(=O)CCC)=O (T3P), N1N=NC(=C1)CCCC(=O)O (4-(1H-1,2,3-Triazol-4-yl)butanoic acid), CNC1CCN(CC1)C(=O)OCC1=CC(=CC(=C1)Cl)Cl (3,5-Dichlorobenzyl 4-(methylamino)piperidine-1-carboxylate). Reaction conditions: time 9 day. RXN SMILES: [NH:1]1[CH:5]=[C:4]([CH2:6][CH2:7][CH2:8][C:9]([OH:11])=O)[N:3]=[N:2]1.[CH3:12][NH:13][CH:14]1[CH2:19][CH2:18][N:17]([C:20]([O:22][CH2:23][C:24]2[CH:29]=[C:28]([Cl:30])[CH:27]=[C:26]([Cl:31])[CH:25]=2)=[O:21])[CH2:16][CH2:15]1.CCN(C(C)C)C(C)C.C(P1(=O)OP(CCC)(=O)OP(CCC)(=O)O1)CC>CN(C=O)C>[CH3:12][N:13]([CH:14]1[CH2:19][CH2:18][N:17]([C:20]([O:22][CH2:23][C:24]2[CH:25]=[C:26]([Cl:31])[CH:27]=[C:28]([Cl:30])[CH:29]=2)=[O:21])[CH2:16][CH2:15]1)[C:9](=[O:11])[CH2:8][CH2:7][CH2:6][C:4]1[N:3]=[N:2][NH:1][CH:5]=1. Run in CN(C)C=O (DMF), CN(C)C=O (DMF). Reported procedure: 4-(1H-1,2,3-Triazol-4-yl)butanoic acid (Example 17, step 4) (200 mg, 1.289 mmol) and 3,5-dichlorobenzyl 4-(methylamino)piperidine-1-carboxylate (Step 2) (456 mg, 1.289 mmol) were dissolved in DMF (6 ml) and treated with DIPEA (1.126 ml, 6.45 mmol) followed by 50% T3P® in DMF (1.505 ml, 2.58 mmol). After stirring at RT for 9 days, the mixture was evaporated under reduced pressure. The crude product was solubilised in DCM and washed with 10% citric acid. The organic portion was passed through a ph... Procedure details: The title compound was prepared from 2-chlorobenzaldehyde, 3-aminopyrazole and ethyl 3-ketohexanoate in the same manner as in Example 25. Yields the product ClC1=C(C=CC=C1)C1C=2C(NC(=C1C(=O)OCC)CCC)=NNC2 (Ethyl 4-(2-chlorophenyl)-4,7-dihydro-6-propyl-2H-pyrazolo[3,4-b]pyridine-5-carboxylate). The reactants are ClC1=C(C=O)C=CC=C1 (2-chlorobenzaldehyde), NC1=NNC=C1 (3-aminopyrazole), O=C(CC(=O)OCC)CCC (ethyl 3-ketohexanoate). As a reaction SMILES: [Cl:1][C:2]1[CH:9]=[CH:8][CH:7]=[CH:6][C:3]=1[CH:4]=O.[NH2:10][C:11]1[CH:15]=[CH:14][NH:13][N:12]=1.O=[C:17]([CH2:24][CH2:25][CH3:26])[CH2:18][C:19]([O:21][CH2:22][CH3:23])=[O:20]>>[Cl:1][C:2]1[CH:9]=[CH:8][CH:7]=[CH:6][C:3]=1[CH:4]1[C:18]([C:19]([O:21][CH2:22][CH3:23])=[O:20])=[C:17]([CH2:24][CH2:25][CH3:26])[NH:10][C:11]2=[N:12][NH:13][CH:14]=[C:15]12.